This data is from the Open Reaction Database (ORD), a public repository of structured organic reaction records. The task is: describe an organic reaction: reactants, conditions, products, and yield Reactants: Cl (hydrochloric acid), COC(C=CC=1C=NC(=CC1)Br)=O (3-(6-bromo-pyridin-3-yl)-acrylic acid methyl ester), O (water), [OH-].[Na+] (sodium hydroxide). Run in O1CCOCC1 (dioxane). Run at time 2 hour. Product: BrC1=CC=C(C=N1)C=CC(=O)O (3-(6-Bromo-pyridin-3-yl)-acrylic Acid). RXN SMILES: C[O:2][C:3](=[O:13])[CH:4]=[CH:5][C:6]1[CH:7]=[N:8][C:9]([Br:12])=[CH:10][CH:11]=1.[OH-].[Na+].O.Cl>O1CCOCC1>[Br:12][C:9]1[N:8]=[CH:7][C:6]([CH:5]=[CH:4][C:3]([OH:13])=[O:2])=[CH:11][CH:10]=1 |f:1.2|. Procedure details: 750 mg (3.1 mmol) of 3-(6-bromo-pyridin-3-yl)-acrylic acid methyl ester was dissolved in 30 ml of dioxane and 4.65 ml of a 2 N aqueous sodium hydroxide solution was added. The reaction mixture was stirred at room temperature for 2 h. The reaction solution was poured into water and acidified with concentrated hydrochloric acid, whereupon the product precipitated. The product was isolated by filtration and dried under reduced pressure. Yield: 673 mg. Reactants: C(#N)C(C(=O)OCC)(C)C=1C=CC2=C(C(C=3C(=NC=CC3)O2)=O)C1 (ethyl 2-cyano-2-(5-oxo-5H-[1]benzopyrano-[2,3-b]pyridin-7-yl)propionate), Cl (hydrochloric acid). Solvent: C(C)(=O)O (acetic acid). Product: O=C1C2=C(OC3=NC=CC=C31)C=CC(=C2)C(C(=O)O)C (2-(5-oxo-5H-[1]benzopyrano[2,3-b]pyridin-7-yl)propionic acid). Yield: 79.8%. As a reaction SMILES: [C:1]([C:3]([C:10]1[CH:11]=[CH:12][C:13]2[O:22][C:17]3=[N:18][CH:19]=[CH:20][CH:21]=[C:16]3[C:15](=[O:23])[C:14]=2[CH:24]=1)(C)[C:4]([O:6]CC)=[O:5])#N.Cl>C(O)(=O)C>[O:23]=[C:15]1[C:16]2[C:17](=[N:18][CH:19]=[CH:20][CH:21]=2)[O:22][C:13]2[CH:12]=[CH:11][C:10]([CH:3]([CH3:1])[C:4]([OH:6])=[O:5])=[CH:24][C:14]1=2. Reported procedure: A mixture of 16.5 g of ethyl 2-cyano-2-(5-oxo-5H-[1]benzopyrano-[2,3-b]pyridin-7-yl)propionate, 80 ml of acetic acid and 35 ml of concentrated hydrochloric acid is heated under reflux for 24 hours. After concentration, water is added to the residue, and further a 10% sodium hydroxide solution is added to dissolve the residue. An insoluble material is removed by extraction with chloroform. The aqueous layer is made acid with acetic acid, and the crystalline precipitate is collected and recrystall... The reactants are ClC(Cl)Cl, O=C(OO)c1cccc(Cl)c1, ClCCCOc1ccc(-c2ccncc2)cc1. The product is [O-][n+]1ccc(-c2ccc(OCCCCl)cc2)cc1. As a reaction SMILES: [CH:29]([Cl:30])([Cl:31])[Cl:32].[Cl:18][c:19]1[cH:20][cH:21][cH:22][c:23]([C:24]([O:25][OH:27])=[O:26])[cH:28]1.[Cl:1][CH2:2][CH2:3][CH2:4][O:5][c:6]1[cH:7][cH:8][c:9](-[c:12]2[cH:13][cH:14][n:15][cH:16][cH:17]2)[cH:10][cH:11]1>>[Cl:1][CH2:2][CH2:3][CH2:4][O:5][c:6]1[cH:7][cH:8][c:9](-[c:12]2[cH:13][cH:14][n+:15]([O-:26])[cH:16][cH:17]2)[cH:10][cH:11]1. The reactants are C(CCC)[Li] (n-Butyl lithium), solution, II (iodine), S([O-])(O)=O.[Na+] (sodium bisulphite), C(C)(C)(C)OCCC1(SC2=C(S1)C=C1C(SC(S1)(CCOC(C)(C)C)CCOC(C)(C)C)=C2)CCOC(C)(C)C (2,2,6,6-tetra(t-butoxyethyl)benzo[1,2-d:4,5-d']bis(1,3)dithiole). Solvent: CCCCCC (hexane), O1CCCC1 (tetrahydrofuran), O1CCCC1 (tetrahydrofuran). Run at temperature -20 celsius, time 20 minute. The product is C(C)(C)(C)OCCC1(SC2=C(S1)C(=C1C(SC(S1)(CCOC(C)(C)C)CCOC(C)(C)C)=C2)I)CCOC(C)(C)C (2,2,6,6-Tetra(t-butoxyethyl)4-iodo-benzo[1,2-d:4,5-d']bis(1,3)dithiole). As a reaction SMILES: [C:1]([O:5][CH2:6][CH2:7][C:8]1([CH2:34][CH2:35][O:36][C:37]([CH3:40])([CH3:39])[CH3:38])[S:12][C:11]2[CH:13]=[C:14]3[S:18][C:17]([CH2:26][CH2:27][O:28][C:29]([CH3:32])([CH3:31])[CH3:30])([CH2:19][CH2:20][O:21][C:22]([CH3:25])([CH3:24])[CH3:23])[S:16][C:15]3=[CH:33][C:10]=2[S:9]1)([CH3:4])([CH3:3])[CH3:2].C([Li])CCC.[I:46]I.S(=O)(O)[O-].[Na+]>CCCCCC.O1CCCC1>[C:29]([O:28][CH2:27][CH2:26][C:17]1([CH2:19][CH2:20][O:21][C:22]([CH3:25])([CH3:24])[CH3:23])[S:18][C:14]2[C:13]([I:46])=[C:11]3[S:12][C:8]([CH2:34][CH2:35][O:36][C:37]([CH3:40])([CH3:39])[CH3:38])([CH2:7][CH2:6][O:5][C:1]([CH3:4])([CH3:3])[CH3:2])[S:9][C:10]3=[CH:33][C:15]=2[S:16]1)([CH3:32])([CH3:31])[CH3:30] |f:3.4|. Procedure details: A dry flask under argon was charged with 2,2,6,6-tetra(t-butoxyethyl)benzo[1,2-d:4,5-d']bis(1,3)dithiole (60.0 g, 95.08 mmol) and dry tetrahydrofuran (2000 ml). The mixture was cooled to -20° C. and n-Butyl lithium (76 ml of a 2.5M solution in hexane, 0.19 mol) was added over 3 minutes. The mixture was stirred for 20 minutes at -20° C. and then a solution of iodine (120 g, 0.475 mol) in tetrahydrofuran (500 ml) was added. The reaction mixture was poured into an aqueous sodium bisulphite solution... Starting materials: ClC1=C(C=CC=C1)N1NC=2[C@@]3(CC[C@H](C2C1=O)C3(C)C)C ((4S,7R)-2-(2-chloro-phenyl)-7,8,8-trimethyl-1,2,4,5,6,7-hexahydro-4,7-methano-indazol-3-one), ClC1=C(C=CC=C1)N1NC=2[C@@]3(CC[C@H](C2C1=O)C3(C)C)C ((4S,7R)-2-(2-chloro-phenyl)-7,8,8-trimethyl-1,2,4,5,6,7-hexahydro-4,7-methano-indazol-3-one), BrCC1CC1 ((bromomethyl)cyclopropane). Reagents/catalysts: [I-].C(CCC)[N+](CCCC)(CCCC)CCCC (tetrabutylammonium iodide). Solvent: CN(C=O)C (dimethylformamide). Run at temperature 100 celsius. Yields the product ClC1=C(C=CC=C1)N1N(C=2[C@@]3(CC[C@H](C2C1=O)C3(C)C)C)CC3CC3 ((4S,7R)-2-(2-chloro-phenyl)-1-cyclopropylmethyl-7,8,8-trimethyl-1,2,4,5,6,7-hexahydro-4,7-methano-indazol-3-one). Isolated yield 33.0%. Reaction SMILES: [Cl:1][C:2]1[CH:7]=[CH:6][CH:5]=[CH:4][C:3]=1[N:8]1[C:16](=[O:17])[C:15]2[C@@H:14]3[C:18]([CH3:20])([CH3:19])[C@@:11]([CH3:21])([CH2:12][CH2:13]3)[C:10]=2[NH:9]1.Br[CH2:23][CH:24]1[CH2:26][CH2:25]1>[I-].C([N+](CCCC)(CCCC)CCCC)CCC.CN(C)C=O>[Cl:1][C:2]1[CH:7]=[CH:6][CH:5]=[CH:4][C:3]=1[N:8]1[C:16](=[O:17])[C:15]2[C@@H:14]3[C:18]([CH3:20])([CH3:19])[C@@:11]([CH3:21])([CH2:12][CH2:13]3)[C:10]=2[N:9]1[CH2:23][CH:24]1[CH2:26][CH2:25]1 |f:2.3|. Reported procedure: A mixture of (4S,7R)-2-(2-chloro-phenyl)-7,8,8-trimethyl-1,2,4,5,6,7-hexahydro-4,7-methano-indazol-3-one (Intermediate 10; 154 mg, 0.51 mmol), tetrabutylammonium iodide (752 mg, 2.0 mmol), and (bromomethyl)cyclopropane (Lancaster; 195 μL, 2.0 mmol) in dimethylformamide (4.3 mL) was heated in an oil-bath at 100° C. for 16 h. The solvent was evaporated and the residue was partitioned between dichloromethane and water. The aqueous layer was extracted with dichloromethane (2×100 mL) and the combined...